This data is from the Open Reaction Database (ORD), a public repository of structured organic reaction records. The task is: describe an organic reaction: reactants, conditions, products, and yield Yields the product CCOC(=O)C=Cc1cc(NN)ccc1Cl. Reactants: Cl, O=N[O-], CCOC(=O)C=Cc1cc(N)ccc1Cl, [Na+], [Sn]. As a reaction SMILES: [ClH:21].[N:17]([O-:18])=[O:19].[NH2:2][c:3]1[cH:4][cH:5][c:6]([Cl:16])[c:7]([CH:8]=[CH:9][C:10](=[O:11])[O:12][CH2:13][CH3:14])[cH:15]1.[Na+:20].[Sn:1]>>[NH:2]([c:3]1[cH:4][cH:5][c:6]([Cl:16])[c:7]([CH:8]=[CH:9][C:10](=[O:11])[O:12][CH2:13][CH3:14])[cH:15]1)[NH2:17]. The reactants are C(CCC)OC(=O)C=1N=C(C2=CC=CC=C2C1O)Br (1-bromo-4-hydroxy-isoquinoline-3-carboxylic acid butyl ester), C(#N)[Cu] (CuCN), CN(C=O)C (dimethylformamide), C(C)(=O)OCC (ethyl acetate). Run in O (water). Conditions: time 5 minute. The product is C(CCC)OC(=O)C=1N=C(C2=CC=CC=C2C1O)C#N (1-Cyano-4-hydroxy-isoquinoline-3-carboxylic acid butyl ester). The yield is 46.4%. RXN SMILES: [CH2:1]([O:5][C:6]([C:8]1[N:9]=[C:10](Br)[C:11]2[C:16]([C:17]=1[OH:18])=[CH:15][CH:14]=[CH:13][CH:12]=2)=[O:7])[CH2:2][CH2:3][CH3:4].[C:20]([Cu])#[N:21].CN(C)C=O.C(OCC)(=O)C>O>[CH2:1]([O:5][C:6]([C:8]1[N:9]=[C:10]([C:20]#[N:21])[C:11]2[C:16]([C:17]=1[OH:18])=[CH:15][CH:14]=[CH:13][CH:12]=2)=[O:7])[CH2:2][CH2:3][CH3:4]. Procedure: A mixture of 1-bromo-4-hydroxy-isoquinoline-3-carboxylic acid butyl ester (1.621 g, 5 mmol; prepared as shown in Scheme 2, according to US 2004/0254215 A1; 1H NMR (200 MHz, CD3OD) δ 11.89 (s, 1H), 8.41 (m, 1H), 8.25 (m, 1H), 7.84 (m, 2H), 4.49 (t, J=7.0 Hz, 2H), 1.87 (m, 2H), 1.47 (m, 2H), 1.00 (t, J=7.2 Hz, 3H)), CuCN (905 mg, 10 mmol) and dimethylformamide (20 mL) was refluxed with stirring under nitrogen for 5 min. After cooling to ambient temperature the mixture was diluted with water (300 m... The reactants are FC1=C(C(=O)OC)C=C(C=C1)NCC1=CC=C(C=C1)C#CC1=CC=CC=C1 (methyl 2-fluoro-5-{[4-(phenylethynyl)benzyl]amino}benzoate), C(CCCCC)=O (hexanal). Product: FC1=C(C(=O)OC)C=C(C=C1)N(CC1=CC=C(C=C1)C#CC1=CC=CC=C1)CCCCCC (methyl 2-fluoro-5-(hexyl[4-(phenylethynyl)benzyl]amino}benzoate), oil. The yield is 82.0%. RXN SMILES: [F:1][C:2]1[CH:11]=[CH:10][C:9]([NH:12][CH2:13][C:14]2[CH:19]=[CH:18][C:17]([C:20]#[C:21][C:22]3[CH:27]=[CH:26][CH:25]=[CH:24][CH:23]=3)=[CH:16][CH:15]=2)=[CH:8][C:3]=1[C:4]([O:6][CH3:7])=[O:5].[CH:28](=O)[CH2:29][CH2:30][CH2:31][CH2:32][CH3:33]>>[F:1][C:2]1[CH:11]=[CH:10][C:9]([N:12]([CH2:28][CH2:29][CH2:30][CH2:31][CH2:32][CH3:33])[CH2:13][C:14]2[CH:19]=[CH:18][C:17]([C:20]#[C:21][C:22]3[CH:23]=[CH:24][CH:25]=[CH:26][CH:27]=3)=[CH:16][CH:15]=2)=[CH:8][C:3]=1[C:4]([O:6][CH3:7])=[O:5]. Reported procedure: The title compound was prepared following the procedure described in Example 23 step b) using methyl 2-fluoro-5-{[4-(phenylethynyl)benzyl]amino}benzoate (213 mg, 0.59 mmol) and hexanal (Aldrich, 0.11 mL, 0.95 mmol). The title compound was obtained as a pale yellow oil (215 mg, 82%). HPLC, Rt: 6.1 min (purity: 94.5%). LC/MS, M+(ESI): 444.2. 1H NMR (CDCl3) δ: 7.51-7.44 (m, 4H), 7.32 (m, 3H), 7.17 (m, 3H), 6.92 (dd, J=9.8, 9.7 Hz, 1H), 6.74 (m, 1H), 4.49 (s, 2H), 3.88 (s, 3H), 3.35 (t, J=7.5 Hz, 2H... Reactants: [H-].[K+] (potassium hydride), BrC=1C=C2C(=CNC2=CC1)C1CCN(CC1)C (5-bromo-3-(1-methyl-4-piperidinyl)indole), FC(S(=O)(=O)O[Si](C(C)C)(C(C)C)C(C)C)(F)F (Triisopropylsilyl trifluoromethanesulfonate). Run in O1CCCC1 (tetrahydrofuran). Run at temperature 0 celsius, time 1 hour. Product: BrC=1C=C2C(=CN(C2=CC1)[Si](C(C)C)(C(C)C)C(C)C)C1CCN(CC1)C (5-Bromo-3-(1-Methylpiperidin-4-yl)-1-Triisopropylsilylindole). The yield is 173.3%. Reaction SMILES: [H-].[K+].[Br:3][C:4]1[CH:5]=[C:6]2[C:10](=[CH:11][CH:12]=1)[NH:9][CH:8]=[C:7]2[CH:13]1[CH2:18][CH2:17][N:16]([CH3:19])[CH2:15][CH2:14]1.FC(F)(F)S(O[Si:26]([CH:33]([CH3:35])[CH3:34])([CH:30]([CH3:32])[CH3:31])[CH:27]([CH3:29])[CH3:28])(=O)=O>O1CCCC1>[Br:3][C:4]1[CH:5]=[C:6]2[C:10](=[CH:11][CH:12]=1)[N:9]([Si:26]([CH:33]([CH3:35])[CH3:34])([CH:30]([CH3:32])[CH3:31])[CH:27]([CH3:29])[CH3:28])[CH:8]=[C:7]2[CH:13]1[CH2:18][CH2:17][N:16]([CH3:19])[CH2:15][CH2:14]1 |f:0.1|. Reported procedure: To a 10° C. slurry of potassium hydride (1.6 g, 14.3 mmol, 35% in mineral oil) in tetrahydrofuran (40 mL) was added neat 5-bromo-3-(1-methyl-4-piperidinyl)indole (2.8 g, 9.5 mmol) portionwise over 30 minutes. The resulting reaction mixture was stirred at 0° C. for 1 hour. Triisopropylsilyl trifluoromethanesulfonate (3.1 mL, 11.4 mmol) was added dropwise over 20 minutes and a slight exotherm was observed. After stirring 2 hours at 0° C., the reaction was quenched with ice chips then diluted with ... The reactants are N1C=C(C2=CC=CC=C12)C1=NNS(C2=C1C=CC=C2)(=O)=O (4-(1H-Indol-3-yl)-2H-benzo[e][1,2,3]thiadiazine 1,1-dioxide), CI (methyl iodide), BrCC(=O)OC(C)(C)C (t-butyl bromoacetate). Product: CN1S(C2=C(C(=N1)C1=CN(C3=CC=CC=C13)CC(=O)O)C=CC=C2)(=O)=O ([3-(2-Methyl-1,1-dioxo-1,2-dihydro-1λ6-benzo[e][1,2,3]thiadiazin-4-yl)-indol-1-yl]-acetic acid). Reaction SMILES: [NH:1]1[C:9]2[C:4](=[CH:5][CH:6]=[CH:7][CH:8]=2)[C:3]([C:10]2[C:15]3[CH:16]=[CH:17][CH:18]=[CH:19][C:14]=3[S:13](=[O:21])(=[O:20])[NH:12][N:11]=2)=[CH:2]1.[CH3:22]I.Br[CH2:25][C:26]([O:28]C(C)(C)C)=[O:27]>>[CH3:22][N:12]1[N:11]=[C:10]([C:3]2[C:4]3[C:9](=[CH:8][CH:7]=[CH:6][CH:5]=3)[N:1]([CH2:25][C:26]([OH:28])=[O:27])[CH:2]=2)[C:15]2[CH:16]=[CH:17][CH:18]=[CH:19][C:14]=2[S:13]1(=[O:21])=[O:20]. Procedure: The product of Example 17, step c) was alkylated with methyl iodide and t-butyl bromoacetate following the procedure described in example 17, step d). 1H NMR (DMSO-d6) δ 8.11-7.90 (m, 5H), 7.85 (s, 1H), 7.44 (d, J=8.1 Hz, 1H), 7.22 (dt, J=0.9, 7.5 Hz, 1H), 7.15 (dt, J=1.2, 7.5 Hz, 1H), 4.72 (s, 2H), 3.51 (s, 3H); MS: ESI (negative): 368 (M−H). Reactants: CC1(OB(OC1(C)C)C=1C=C(C=CC1)NC(=O)NCC(F)(F)F)C (1-[3-(4,4,5,5-Tetramethyl-[1,3,2]dioxaborolan-2-yl)-phenyl]-3-(2,2,2-trifluoro-ethyl)-urea), PdCl2dppf, BrC1=CN=C2N1C=CC=C2 (3-Bromoimidazo[1,2-a]pyridine), [O-]P(=O)([O-])[O-].[K+].[K+].[K+] (K3PO4). The solvent is O1CCOCC1 (dioxane), O (H2O). Conditions: temperature 90 celsius. The product is N=1C=C(N2C1C=CC=C2)C=2C=C(C=CC2)NC(=O)NCC(F)(F)F (1-(3-Imidazo[1,2-a]pyridin-3-yl-phenyl)-3-(2,2,2-trifluoro-ethyl)-urea). Reaction SMILES: Br[C:2]1[N:6]2[CH:7]=[CH:8][CH:9]=[CH:10][C:5]2=[N:4][CH:3]=1.[O-]P([O-])([O-])=O.[K+].[K+].[K+].CC1(C)C(C)(C)OB([C:27]2[CH:28]=[C:29]([NH:33][C:34]([NH:36][CH2:37][C:38]([F:41])([F:40])[F:39])=[O:35])[CH:30]=[CH:31][CH:32]=2)O1>O.O1CCOCC1>[N:4]1[CH:3]=[C:2]([C:31]2[CH:30]=[C:29]([NH:33][C:34]([NH:36][CH2:37][C:38]([F:39])([F:40])[F:41])=[O:35])[CH:28]=[CH:27][CH:32]=2)[N:6]2[CH:7]=[CH:8][CH:9]=[CH:10][C:5]=12 |f:1.2.3.4|. Procedure details: To a stirred solution of 3-Bromoimidazo[1,2-a]pyridine (commercially available, ex Bionet, 394 mg, 2 mmol) was added a solution of K3PO4 (1.27 g, 6 mmol) in H2O (2 mls). 1-[3-(4,4,5,5-Tetramethyl-[1,3,2]dioxaborolan-2-yl)-phenyl]-3-(2,2,2-trifluoro-ethyl)-urea (905 mg, 2.5 mmol) dissolved in dioxane (8 ml) was added to the reaction mixture and the reaction deoxygenated by evacuation and refill of the flask with N2 (×2). PdCl2dppf (150 mg, 0.2 mmol) was added and the reaction mixture was deoxygen... Procedure: A mixture of 25 gm of 2-acetylamino-5-bromo-4-tert.butyl-benzyl bromide, 1.5 liters of carbon tetrachloride and 23 gm of N-methyl-cyclohexylamine was refluxed for 1 hour. After cooling, the precipitated N-methyl-cyclohexylamine hydrobromide was filtered off and the filtrate was evaporated. The residue was admixed with 2 N hydrochloric acid, and the mixture was extracted twice with benzene. The acid phase was made alkaline with concentrated ammonia, extracted three times with chloroform, and the ... Reactants: C(C)(=O)NC1=C(CBr)C=C(C(=C1)C(C)(C)C)Br (2-acetylamino-5-bromo-4-tert.butyl-benzyl bromide), CNC1CCCCC1 (N-methyl-cyclohexylamine), C(Cl)(Cl)(Cl)Cl (carbon tetrachloride). Reaction SMILES: [C:1]([NH:4][C:5]1[CH:12]=[C:11]([C:13]([CH3:16])([CH3:15])[CH3:14])[C:10]([Br:17])=[CH:9][C:6]=1[CH2:7]Br)(=[O:3])[CH3:2].[CH3:18][NH:19][CH:20]1[CH2:25][CH2:24][CH2:23][CH2:22][CH2:21]1.C(Cl)(Cl)(Cl)[Cl:27]>>[ClH:27].[C:1]([NH:4][C:5]1[CH:12]=[C:11]([C:13]([CH3:16])([CH3:15])[CH3:14])[C:10]([Br:17])=[CH:9][C:6]=1[CH2:7][N:19]([CH:20]1[CH2:25][CH2:24][CH2:23][CH2:22][CH2:21]1)[CH3:18])(=[O:3])[CH3:2] |f:3.4|. Product: Cl.C(C)(=O)NC1=C(CN(C)C2CCCCC2)C=C(C(=C1)C(C)(C)C)Br (2-Acetylamino-5-bromo-4-tert.butyl-N-cyclohexyl-N-methyl-benzylamine hydrochloride).